From a dataset of the Open Reaction Database (ORD), a public repository of structured organic reaction records. describe an organic reaction: reactants, conditions, products, and yield Reactants: [H-].[Na+] (Sodium hydride), C(C)(C)C1=NOC(=N1)N1CCC(CC1)[C@@H]1[C@@H](C1)CO (((1R,2R)-2-(1-(3-isopropyl-1,2,4-oxadiazol-5-yl)piperidin-4-yl)cyclopropyl)methanol), BrC1=CC(=C(C=C1)CBr)F (4-bromo-1-(bromomethyl)-2-fluorobenzene). Solvent: CN(C)C=O (DMF). Run at temperature 0 celsius, time 1 hour. The product is BrC1=CC(=C(COC[C@H]2[C@H](C2)C2CCN(CC2)C2=NC(=NO2)C(C)C)C=C1)F (5-(4-((1R,2R)-2-((4-bromo-2-fluorobenzyloxy)methyl)cyclopropyl)piperidin-1-yl)-3-isopropyl-1,2,4-oxadiazole). Yield: 88.7%. Reaction SMILES: [H-].[Na+].[CH:3]([C:6]1[N:10]=[C:9]([N:11]2[CH2:16][CH2:15][CH:14]([C@H:17]3[CH2:19][C@H:18]3[CH2:20][OH:21])[CH2:13][CH2:12]2)[O:8][N:7]=1)([CH3:5])[CH3:4].[Br:22][C:23]1[CH:28]=[CH:27][C:26]([CH2:29]Br)=[C:25]([F:31])[CH:24]=1>CN(C=O)C>[Br:22][C:23]1[CH:28]=[CH:27][C:26]([CH2:29][O:21][CH2:20][C@@H:18]2[CH2:19][C@@H:17]2[CH:14]2[CH2:15][CH2:16][N:11]([C:9]3[O:8][N:7]=[C:6]([CH:3]([CH3:5])[CH3:4])[N:10]=3)[CH2:12][CH2:13]2)=[C:25]([F:31])[CH:24]=1 |f:0.1|. Procedure details: Sodium hydride (203 mg, 5.09 mmol) was added to a stirring solution of ((1R,2R)-2-(1-(3-isopropyl-1,2,4-oxadiazol-5-yl)piperidin-4-yl)cyclopropyl)methanol (Step A product, 900 mg, 3.39 mmol) in DMF (9 mL) that had been cooled to 0° C. in an ice bath and placed under an inert atmosphere. 10 min later 4-bromo-1-(bromomethyl)-2-fluorobenzene (1 g, 3.73 mmol) was introduced to the mixture. The ice bath was removed and the reaction warmed to rt. The reaction was aged for 1 hr then diluted with EtOAc ...